This data is from the Open Reaction Database (ORD), a public repository of structured organic reaction records. The task is: describe an organic reaction: reactants, conditions, products, and yield Reaction SMILES: [Br:25][N:26]1[C:27](=[O:28])[CH2:29][CH2:30][C:31]1=[O:32].[Cl:33][CH2:34][Cl:35].[s:1]1[n:2][c:3]([N:10]2[CH2:11][CH2:12][N:13]([CH2:16][CH2:17][c:18]3[cH:19][cH:20][c:21]([NH2:24])[cH:22][cH:23]3)[CH2:14][CH2:15]2)[c:4]2[c:5]1[cH:6][cH:7][cH:8][cH:9]2>>[s:1]1[n:2][c:3]([N:10]2[CH2:11][CH2:12][N:13]([CH2:16][CH2:17][c:18]3[cH:19][cH:20][c:21]([NH2:24])[c:22]([Br:25])[cH:23]3)[CH2:14][CH2:15]2)[c:4]2[c:5]1[cH:6][cH:7][cH:8][cH:9]2. Yields the product Nc1ccc(CCN2CCN(c3nsc4ccccc34)CC2)cc1Br. Starting materials: O=C1CCC(=O)N1Br, ClCCl, Nc1ccc(CCN2CCN(c3nsc4ccccc34)CC2)cc1. Reactants: [H-].[Na+] (sodium hydride), [N+](=O)([O-])C1=CC=C(C=C1)S (4-nitrothiophenol), Cl.ClCCC=1N=CNC1 (4-(2-chloroethyl)-1H-imidazole hydrochloride). Reagents/catalysts: [I-].C(CCC)[N+](CCCC)(CCCC)CCCC (tetrabutylammonium iodide). Run in CN(C=O)C (dimethylformamide). Run at time 1 hour. Product: [N+](=O)([O-])C1=CC=C(C=C1)SCCC=1N=CNC1 (4-[2-(4-Nitrophenylthio)ethyl]-1H-imidazole). RXN SMILES: [H-].[Na+].[N+:3]([C:6]1[CH:11]=[CH:10][C:9]([SH:12])=[CH:8][CH:7]=1)([O-:5])=[O:4].Cl.Cl[CH2:15][CH2:16][C:17]1[N:18]=[CH:19][NH:20][CH:21]=1>CN(C)C=O.[I-].C([N+](CCCC)(CCCC)CCCC)CCC>[N+:3]([C:6]1[CH:11]=[CH:10][C:9]([S:12][CH2:15][CH2:16][C:17]2[N:18]=[CH:19][NH:20][CH:21]=2)=[CH:8][CH:7]=1)([O-:5])=[O:4] |f:0.1,3.4,6.7|. Procedure: 200 mg (60% in oil, 5 mmol) of sodium hydride are added to a solution of 1.86 g (12 mmol) of 4-nitrothiophenol in 10 ml of dimethylformamide. The mixture is stirred at room temperature for 1 hour under nitrogen. 200 g (1.2 mmol) of 4-(2-chloroethyl)-1H-imidazole hydrochloride and tetrabutylammonium iodide (catalytic amount) are then added. The mixture is heated for 1 day at 80° C. and then the solvent is evaporated under reduced pressure. The residue is stirred in diethyl ether and filtered. Dil... Reactants: C(C)(C)(C)OC(=O)N1CC2N(CC2CC1)[C@H](C)C1=CC=CC=C1 (8-((1R)-1-Phenyl-ethyl)-3,8-diaza-bicyclo[4.2.0]octane-3-carboxylic acid tert-butyl ester), FC(C(=O)O)(F)F (trifluoroacetic acid). Run in C(Cl)Cl (CH2Cl2). Run at time 3 hour. Yields the product C1(=CC=CC=C1)[C@@H](C)N1C[C@@H]2CCNC[C@H]12 ((1R,6S)-8-((1R)-1-Phenyl-ethyl)-3,8-diaza-bicyclo[4.2.0]octane). Reaction SMILES: C(OC([N:8]1[CH2:15][CH2:14][CH:13]2[CH:10]([N:11]([C@@H:16]([C:18]3[CH:23]=[CH:22][CH:21]=[CH:20][CH:19]=3)[CH3:17])[CH2:12]2)[CH2:9]1)=O)(C)(C)C.FC(F)(F)C(O)=O>C(Cl)Cl>[C:18]1([C@H:16]([N:11]2[C@@H:10]3[C@@H:13]([CH2:14][CH2:15][NH:8][CH2:9]3)[CH2:12]2)[CH3:17])[CH:23]=[CH:22][CH:21]=[CH:20][CH:19]=1. Procedure: To the minor isomer product of Example 3E (9.3 g, 29.4 mmol) in 40 mL CH2Cl2 at 0° C. was added 20 mL trifluoroacetic acid. The ice bath was removed after the addition and the mixture stirred at ambient temperature for 3 h then was concentrated under reduced pressure and the residue was purified via column chromatography (SiO2, 1% NH4OH:9% CH3OH:90% CH2Cl2) to give the title compound. MS (DCl/NH3) m/z 217 (M+H)+. As a reaction SMILES: [CH2:1]([N:8]1[CH2:13][CH2:12][N:11]([CH2:14][C:15]2[CH:20]=[CH:19][CH:18]=[CH:17][CH:16]=2)[CH2:10][C@@H:9]1[CH:21]=[CH2:22])[C:2]1[CH:7]=[CH:6][CH:5]=[CH:4][CH:3]=1.C12BC(CCC1)CCC2.I[C:33]1[CH:38]=[CH:37][CH:36]=[CH:35][C:34]=1[Cl:39].C1(P(C2C=CC=CC=2)C2C=CC=CC=2)C=CC=CC=1.[OH-].[Na+]>C1C=CC([P]([Pd]([P](C2C=CC=CC=2)(C2C=CC=CC=2)C2C=CC=CC=2)([P](C2C=CC=CC=2)(C2C=CC=CC=2)C2C=CC=CC=2)[P](C2C=CC=CC=2)(C2C=CC=CC=2)C2C=CC=CC=2)(C2C=CC=CC=2)C2C=CC=CC=2)=CC=1>[CH2:1]([N:8]1[CH2:13][CH2:12][N:11]([CH2:14][C:15]2[CH:20]=[CH:19][CH:18]=[CH:17][CH:16]=2)[CH2:10][C@@H:9]1[CH2:21][CH2:22][C:33]1[CH:38]=[CH:37][CH:36]=[CH:35][C:34]=1[Cl:39])[C:2]1[CH:3]=[CH:4][CH:5]=[CH:6][CH:7]=1 |f:4.5,^1:64,66,85,104|. Reactants: IC1=C(C=CC=C1)Cl (1-iodo-2-chloro-benzene), C1(=CC=CC=C1)P(C1=CC=CC=C1)C1=CC=CC=C1 (triphenylphosphine), [OH-].[Na+] (NaOH), C(C1=CC=CC=C1)N1[C@H](CN(CC1)CC1=CC=CC=C1)C=C ((S)-1,4-dibenzyl-2-vinyl-piperazine), C12CCCC(CCC1)B2 (9-borabicyclo[3.3.1]nonane). Reaction conditions: time 24 hour. Product: C(C1=CC=CC=C1)N1[C@H](CN(CC1)CC1=CC=CC=C1)CCC1=C(C=CC=C1)Cl ((S)-1,4-Dibenzyl-2-[2-(2-chloro-phenyl)-ethyl]-piperazine). Isolated yield 31.2%. The reagents and catalysts are C=1C=CC(=CC1)[P](C=2C=CC=CC2)(C=3C=CC=CC3)[Pd]([P](C=4C=CC=CC4)(C=5C=CC=CC5)C=6C=CC=CC6)([P](C=7C=CC=CC7)(C=8C=CC=CC8)C=9C=CC=CC9)[P](C=1C=CC=CC1)(C=1C=CC=CC1)C=1C=CC=CC1 (tetrakis(triphenylphosphine)palladium(0)). Reported procedure: Combine (S)-1,4-dibenzyl-2-vinyl-piperazine (6.0 g, 20.52 mmol) and 9-borabicyclo[3.3.1]nonane (164.1 ml, 82.07 mmol, 0.5 M in THF) and stir at ambient temperature. After 24 hrs, add 1-iodo-2-chloro-benzene (7.34 g, 30.78 mmol), triphenylphosphine (861.0 mg, 3.28 mmol), tetrakis(triphenylphosphine)palladium(0)(474.1 mg, 0.41 mmol), and 3N NaOH (16.8 ml) and stir at 60°. After 22 hrs, remove the THF under vacuum, stir the residue in 2N NaOH, and extract with diethyl ether. Wash the organic with 1... Reactants: C, CCN(CC)CCCN(C)C(=O)Nc1cc(Oc2ccc([N+](=O)[O-])cc2F)ccn1, CO, [Pd]. The product is CCN(CC)CCCN(C)C(=O)Nc1cc(Oc2ccc(N)cc2F)ccn1. As a reaction SMILES: [C:33].[CH2:1]([CH3:2])[N:3]([CH2:4][CH2:5][CH2:6][N:7]([C:8](=[O:9])[NH:10][c:11]1[n:12][cH:13][cH:14][c:15]([O:17][c:18]2[c:19]([F:27])[cH:20][c:21]([N+:24]([O-:25])=[O:26])[cH:22][cH:23]2)[cH:16]1)[CH3:28])[CH2:29][CH3:30].[CH3:31][OH:32].[Pd:34]>>[CH2:1]([CH3:2])[N:3]([CH2:4][CH2:5][CH2:6][N:7]([C:8](=[O:9])[NH:10][c:11]1[n:12][cH:13][cH:14][c:15]([O:17][c:18]2[c:19]([F:27])[cH:20][c:21]([NH2:24])[cH:22][cH:23]2)[cH:16]1)[CH3:28])[CH2:29][CH3:30].